From a dataset of the Open Reaction Database (ORD), a public repository of structured organic reaction records. describe an organic reaction: reactants, conditions, products, and yield Starting materials: C(Cl)(Cl)Cl (CHCl3), C([O-])([O-])=O.[Cs+].[Cs+] (cesium carbonate), C1(CC1)C=1C=C2CCNC(C2=CC1)=O (6-Cyclopropyl-3,4-dihydro-2H-isoquinolin-1-one), BrC1=C(C=O)C(=CC=C1)Br (2,6-Dibromo-benzaldehyde). The reagents and catalysts are C=1C=CC(=CC1)/C=C/C(=O)/C=C/C2=CC=CC=C2.C=1C=CC(=CC1)/C=C/C(=O)/C=C/C2=CC=CC=C2.C=1C=CC(=CC1)/C=C/C(=O)/C=C/C2=CC=CC=C2.[Pd].[Pd] (Pd2 (dba)3), CC1(C2=C(C(=CC=C2)P(C3=CC=CC=C3)C4=CC=CC=C4)OC5=C(C=CC=C51)P(C6=CC=CC=C6)C7=CC=CC=C7)C (xanthphos). Conditions: temperature 110 celsius. The product is BrC1=C(C=O)C(=CC=C1)N1C(C2=CC=C(C=C2CC1)C1CC1)=O (2-Bromo-6-(6-cyclopropyl-1-oxo-3,4-dihydro-1H-isoquinolin-2-yl)-benzaldehyde). The yield is 351.1%. Reaction SMILES: [CH:1]1([C:4]2[CH:5]=[C:6]3[C:11](=[CH:12][CH:13]=2)[C:10](=[O:14])[NH:9][CH2:8][CH2:7]3)[CH2:3][CH2:2]1.[Br:15][C:16]1[CH:23]=[CH:22][CH:21]=[C:20](Br)[C:17]=1[CH:18]=[O:19].C(Cl)(Cl)Cl.C(=O)([O-])[O-].[Cs+].[Cs+]>C1C=CC(/C=C/C(/C=C/C2C=CC=CC=2)=O)=CC=1.C1C=CC(/C=C/C(/C=C/C2C=CC=CC=2)=O)=CC=1.C1C=CC(/C=C/C(/C=C/C2C=CC=CC=2)=O)=CC=1.[Pd].[Pd].CC1(C)C2C(=C(P(C3C=CC=CC=3)C3C=CC=CC=3)C=CC=2)OC2C(P(C3C=CC=CC=3)C3C=CC=CC=3)=CC=CC1=2>[Br:15][C:16]1[CH:23]=[CH:22][CH:21]=[C:20]([N:9]2[CH2:8][CH2:7][C:6]3[C:11](=[CH:12][CH:13]=[C:4]([CH:1]4[CH2:3][CH2:2]4)[CH:5]=3)[C:10]2=[O:14])[C:17]=1[CH:18]=[O:19] |f:3.4.5,6.7.8.9.10|. Procedure: A round bottom flask was charged with 6-Cyclopropyl-3,4-dihydro-2H-isoquinolin-1-one (13.4 g, 5 mmol), 2,6-Dibromo-benzaldehyde (47.5 g, 72.0 mmol), Pd2 (dba)3.CHCl3 (660 mg, 0.72 mmol), xanthphos (832 mg, 1.44 mmol), and cesium carbonate (46.8 g, 144 mmol). The vial was flushed with argon, 140 mL of dioxane was added, and the reaction mixture was heated at 110° C. for 4 h. The reaction mixture was cooled to rt and 30 mL of water and 60 mL of ethyl acetate were added before filtering over Solkaf... Reactants: BrC=1C=C(C=CC1)S(=O)(=O)N1[C@@H](CN(CC1)C1=C(C=C(C=C1)F)C(F)(F)F)C ((2R)-1-[(3-bromophenyl)sulfonyl]-4-[4-fluoro-2-(trifluoromethyl)phenyl]-2-methylpiperazine), N-Me piperazine, t-Bu-biphenylphosphine, CC(C)(C)[O-].[Na+] (tBuONa). The reagents and catalysts are C=1C=CC(=CC1)/C=C/C(=O)/C=C/C2=CC=CC=C2.C=1C=CC(=CC1)/C=C/C(=O)/C=C/C2=CC=CC=C2.C=1C=CC(=CC1)/C=C/C(=O)/C=C/C2=CC=CC=C2.[Pd].[Pd] (Pd2(dba)3). Run at temperature 110 celsius. The product is FC1=CC(=C(C=C1)N1C[C@H](N(CC1)S(=O)(=O)C1=CC(=CC=C1)N1CCN(CC1)C)C)C(F)(F)F ((2R)-4-[4-fluoro-2-(trifluoromethyl)phenyl]-2-methyl-1-{[3-(4-methylpiperazin-1-yl)phenyl]sulfonyl}piperazine). Isolated yield 155.8%. RXN SMILES: Br[C:2]1[CH:3]=[C:4]([S:8]([N:11]2[CH2:16][CH2:15][N:14]([C:17]3[CH:22]=[CH:21][C:20]([F:23])=[CH:19][C:18]=3[C:24]([F:27])([F:26])[F:25])[CH2:13][C@H:12]2[CH3:28])(=[O:10])=[O:9])[CH:5]=[CH:6][CH:7]=1.C[C:30]([O-])([CH3:32])C.[Na+]>C1C=CC(/C=C/C(/C=C/C2C=CC=CC=2)=O)=CC=1.C1C=CC(/C=C/C(/C=C/C2C=CC=CC=2)=O)=CC=1.C1C=CC(/C=C/C(/C=C/C2C=CC=CC=2)=O)=CC=1.[Pd].[Pd]>[F:23][C:20]1[CH:21]=[CH:22][C:17]([N:14]2[CH2:15][CH2:16][N:11]([S:8]([C:4]3[CH:5]=[CH:6][CH:7]=[C:2]([N:14]4[CH2:32][CH2:30][N:11]([CH3:16])[CH2:12][CH2:13]4)[CH:3]=3)(=[O:10])=[O:9])[C@H:12]([CH3:28])[CH2:13]2)=[C:18]([C:24]([F:27])([F:26])[F:25])[CH:19]=1 |f:1.2,3.4.5.6.7|. Reported procedure: A mixture of (2R)-1-[(3-bromophenyl)sulfonyl]-4-[4-fluoro-2-(trifluoromethyl)phenyl]-2-methylpiperazine (8 g, 16.667 mmol), N-Me-piperazine (2.22 mL, 20 mmol), bis-t-Bu-biphenylphosphine (298.2 mg, 1.0 mmol), tBuONa (2.4 g, 25 mmol) and Pd2(dba)3 (305.2 mg, 0.333 mmol) was mixed and purged with N2. Anhydrous toluene (80 mL) was added and purged with N2 again. The resultant mixture was heated in an oil bath at 110° C. under N2 for 5 hours. After cooling, diluted with EtOAc (100 mL), filtered thro...